From a dataset of the Open Reaction Database (ORD), a public repository of structured organic reaction records. describe an organic reaction: reactants, conditions, products, and yield The reactants are 2.0-g, Cl.CON (methoxyamine hydrochloride), ClCC(=O)N(CCC=O)C1=C(C=CC=C1C)C (beta-(N-chloroacetyl-2,6-dimethylphenylamino)propionaldehyde), C([O-])(O)=O.[Na+] (sodium bicarbonate). The solvent is C(C)O (ethanol). Run at temperature 35 celsius, time 2 hour. Product: CON=CCCN(C(CCl)=O)C1=C(C=CC=C1C)C (beta-(N-chloroacetyl-2,6-dimethylphenylamino)propionaldehyde O-methyloxime). RXN SMILES: Cl.[CH3:2][O:3][NH2:4].[Cl:5][CH2:6][C:7]([N:9]([C:14]1[C:19]([CH3:20])=[CH:18][CH:17]=[CH:16][C:15]=1[CH3:21])[CH2:10][CH2:11][CH:12]=O)=[O:8].C(=O)(O)[O-].[Na+]>C(O)C>[CH3:2][O:3][N:4]=[CH:12][CH2:11][CH2:10][N:9]([C:14]1[C:15]([CH3:21])=[CH:16][CH:17]=[CH:18][C:19]=1[CH3:20])[C:7](=[O:8])[CH2:6][Cl:5] |f:0.1,3.4|. Procedure details: A 2.0-g (0.024-mol) sample of methoxyamine hydrochloride was added slowly to a slurry of 3.0 g (0.012 mol) beta-(N-chloroacetyl-2,6-dimethylphenylamino)propionaldehyde and 2.0 g (0.02 mol) sodium bicarbonate in 75 ml ethanol. The reaction mixture was stirred at about 35° C. for 2 hours, filtered and evaporated to give 2.9 g of the product as an oil. The product is tabulated in Table I as Compound No. 13-B. Starting materials: B(Cl)(Cl)Cl (BCl3), C(C1=CC=CC=C1)ON1[C@@H]2CC[C@H](N(C1=O)C2)C2=NC=NS2 ((2S,5R)-6-(benzyloxy)-2-(1,2,4-thiadiazol-5-yl)-1,6-diazabicyclo[3.2.1]octan-7-one), CO (MeOH). The solvent is C(Cl)Cl (DCM). Run at temperature 0 celsius, time 6 hour. Yields the product ON1[C@@H]2CC[C@H](N(C1=O)C2)C2=NC=NS2 ((2S,5R)-6-hydroxy-2-(1,2,4-thiadiazol-5-yl)-1,6-diaza-bicyclo[3.2.1]octan-7-one). Yield: 81.0%. As a reaction SMILES: B(Cl)(Cl)Cl.C([O:12][N:13]1[C:19](=[O:20])[N:18]2[CH2:21][C@H:14]1[CH2:15][CH2:16][C@H:17]2[C:22]1[S:26][N:25]=[CH:24][N:23]=1)C1C=CC=CC=1.CO>C(Cl)Cl>[OH:12][N:13]1[C:19](=[O:20])[N:18]2[CH2:21][C@H:14]1[CH2:15][CH2:16][C@H:17]2[C:22]1[S:26][N:25]=[CH:24][N:23]=1. Procedure: BCl3 (1 M in DCM, 3.0 mL, 3.0 mmol) was added dropwise to a solution of (2S,5R)-6-(benzyloxy)-2-(1,2,4-thiadiazol-5-yl)-1,6-diazabicyclo[3.2.1]octan-7-one (190 mg, 0.60 mmol) in dry DCM (20 mL) at −78° C. The mixture was stirred at 0° C. for 6 hrs., then, MeOH (3 mL) was added slowly at −78° C. The solvents were evaporated under vacuum to give (2S,5R)-6-hydroxy-2-(1,2,4-thiadiazol-5-yl)-1,6-diaza-bicyclo[3.2.1]octan-7-one (110 mg, 80%) as a yellow solid, which was directly used in the next step....